This data is from the Open Reaction Database (ORD), a public repository of structured organic reaction records. The task is: describe an organic reaction: reactants, conditions, products, and yield Reactants: ClC1=C(C=CC2=CC=CC=C12)OCC(C)N (1-[(1-chloronaphthalen-2-yl)oxy]propan-2-amine), ClC1=CC=C(S1)C=O (5-chlorothiophen-2-carbaldehyde). Product: ClC1=C(C=CC2=CC=CC=C12)OCC(C)NCC=1SC(=CC1)Cl (1-[(1-chloronaphthalen-2-yl)oxy]-N-[(5-chlorothiophen-2-yl)methyl]propan-2-amine). Yield: 61.0%. Reaction SMILES: [Cl:1][C:2]1[C:11]2[C:6](=[CH:7][CH:8]=[CH:9][CH:10]=2)[CH:5]=[CH:4][C:3]=1[O:12][CH2:13][CH:14]([NH2:16])[CH3:15].[Cl:17][C:18]1[S:22][C:21]([CH:23]=O)=[CH:20][CH:19]=1>>[Cl:1][C:2]1[C:11]2[C:6](=[CH:7][CH:8]=[CH:9][CH:10]=2)[CH:5]=[CH:4][C:3]=1[O:12][CH2:13][CH:14]([NH:16][CH2:23][C:21]1[S:22][C:18]([Cl:17])=[CH:19][CH:20]=1)[CH3:15]. Procedure: Prepared from 1-[(1-chloronaphthalen-2-yl)oxy]propan-2-amine and 5-chlorothiophen-2-carbaldehyde in 61% yield as a slightly white oil.